Dataset: the Open Reaction Database (ORD), a public repository of structured organic reaction records. Task: describe an organic reaction: reactants, conditions, products, and yield The reactants are C1(O)=CC(O)=CC(O)=C1 (Phloroglucinol), OC1=CC=C(C=C1)CC#N (4-hydroxyphenylacetonitrile), C(C)OCC (ethyl ether), [Cl-].[Al+3].[Cl-].[Cl-] (aluminum chloride), Cl (HCl), [Cl-].[Ca+2].[Cl-] (calcium chloride). Reaction conditions: time 6 hour. Yields the product OC1=C(C(=CC(=C1)O)O)C(=O)CC1=CC=C(C=C1)O (2,4,4′,6 tetrahydroxydeoxybenzoin). The yield is 54.0%. As a reaction SMILES: [C:1]1([CH:9]=[C:7]([OH:8])[CH:6]=[C:4]([OH:5])[CH:3]=1)[OH:2].[OH:10][C:11]1[CH:16]=[CH:15][C:14]([CH2:17][C:18]#N)=[CH:13][CH:12]=1.[Cl-].[Al+3].[Cl-].[Cl-].Cl.[Cl-].[Ca+2].[Cl-].C([O:30]CC)C>>[OH:2][C:1]1[CH:9]=[C:7]([OH:8])[CH:6]=[C:4]([OH:5])[C:3]=1[C:18]([CH2:17][C:14]1[CH:15]=[CH:16][C:11]([OH:10])=[CH:12][CH:13]=1)=[O:30] |f:2.3.4.5,7.8.9|. Reported procedure: Phloroglucinol (39.5 g, 313 mmol), 4-hydroxyphenylacetonitrile (50.0 g, 376 mmol) and anhydrous ethyl ether (200 mL) were added to a roundbottom flask. Under a nitrogen atmosphere at 0° C., aluminum chloride (5.00 g, 39.3 mmol) was added and the flask was capped quickly. A steady stream of HCl(g), generated by addition of concentrated HCl(1) over calcium chloride, was piped into the mixture. This was continued for 6 hours, yielding a pink precipitate. The precipitate was kept overnight at 0° C.,... Starting materials: BrC1=C(C(=O)C2=CN(C3=CC=CC=C3C2=O)CC2=NC(=CC=C2)C)C=CC=C1 (3-(2-Bromo-benzoyl)-1-(6-methyl-pyridin-2-ylmethyl)-1H-quinolin-4-one), O[C@@H]1[C@H](CCCC1)NC ((1S,2S)-1-hydroxy-2-methylaminocyclohexane), [I-].[Na+] (sodium iodide). Reagents/catalysts: [Cu](I)I (copper iodide). Run in O1CCOCC1 (dioxane). Reaction conditions: temperature 110 celsius, time 18 hour. Product: IC1=C(C(=O)C2=CN(C3=CC=CC=C3C2=O)CC2=NC(=CC=C2)C)C=CC=C1 (3-(2-Iodo-benzoyl)-1-(6-methyl-pyridin-2-ylmethyl)-1H-quinolin-4-one). Yield: 56.2%. RXN SMILES: Br[C:2]1[CH:28]=[CH:27][CH:26]=[CH:25][C:3]=1[C:4]([C:6]1[C:15](=[O:16])[C:14]2[C:9](=[CH:10][CH:11]=[CH:12][CH:13]=2)[N:8]([CH2:17][C:18]2[CH:23]=[CH:22][CH:21]=[C:20]([CH3:24])[N:19]=2)[CH:7]=1)=[O:5].O[C@H]1CCCC[C@@H]1NC.[I-:38].[Na+]>O1CCOCC1.[Cu](I)I>[I:38][C:2]1[CH:28]=[CH:27][CH:26]=[CH:25][C:3]=1[C:4]([C:6]1[C:15](=[O:16])[C:14]2[C:9](=[CH:10][CH:11]=[CH:12][CH:13]=2)[N:8]([CH2:17][C:18]2[CH:23]=[CH:22][CH:21]=[C:20]([CH3:24])[N:19]=2)[CH:7]=1)=[O:5] |f:2.3|. Procedure: 443 mg (1 mmol) of 3-(2-Bromo-benzoyl)-1-(6-methyl-pyridin-2-ylmethyl)-1H-quinolin-4-one, 9.5 mg (0.05 mmol) of copper iodide, 14.2 mg (0.1 mmol) (1S,2S)-1-hydroxy-2-methylaminocyclohexane and 300 mg (2 mmol) of sodium iodide were mixed in 5 mL of dioxane. The mixture was stirred at 110° C. in a sealed tube for 18 hours. The reaction was quenched by adding 50 mL of water. The mixture was extracted with 50 mL of ethyl acetate. The organic layer was washed with 50 mL of water, 50 mL of sat. brine,... Reactants: ClCCCl, CNC, CCN(C(C)C)C(C)C, Cl, Nc1cccnc1C(=O)O, CN(C)C=O, On1nnc2ccccc21. The product is CN(C)C(=O)c1ncccc1N. As a reaction SMILES: [CH2:15]([Cl:16])[CH2:17][Cl:18].[CH3:12][NH:13][CH3:14].[CH:29]([N:30]([CH2:31][CH3:32])[CH:33]([CH3:34])[CH3:35])([CH3:36])[CH3:37].[ClH:11].[NH2:1][c:2]1[c:3]([C:8](=[O:9])[OH:10])[n:4][cH:5][cH:6][cH:7]1.[O:38]=[CH:39][N:40]([CH3:41])[CH3:42].[OH:19][n:20]1[c:21]2[c:22]([cH:23][cH:24][cH:25][cH:26]2)[n:27][n:28]1>>[NH2:1][c:2]1[c:3]([C:8](=[O:10])[N:13]([CH3:12])[CH3:14])[n:4][cH:5][cH:6][cH:7]1. RXN SMILES: [CH3:35][N:36]([CH3:37])[CH:38]=[O:39].[H-:28].[I:30][CH2:31][CH2:32][CH2:33][CH3:34].[Na+:29].[nH:1]1[n:2][c:3](-[c:6]2[cH:7][cH:8][c:9]([C:12](=[O:13])[N:14]3[CH2:15][c:16]4[n:17]([cH:25][cH:26][cH:27]4)[CH2:18][c:19]4[c:20]3[cH:21][cH:22][cH:23][cH:24]4)[cH:10][cH:11]2)[cH:4][cH:5]1>>[n:1]1([CH2:31][CH2:32][CH2:33][CH3:34])[n:2][c:3](-[c:6]2[cH:7][cH:8][c:9]([C:12](=[O:13])[N:14]3[CH2:15][c:16]4[n:17]([cH:25][cH:26][cH:27]4)[CH2:18][c:19]4[c:20]3[cH:21][cH:22][cH:23][cH:24]4)[cH:10][cH:11]2)[cH:4][cH:5]1. The reactants are CN(C)C=O, [H-], CCCCI, [Na+], O=C(c1ccc(-c2cc[nH]n2)cc1)N1Cc2cccn2Cc2ccccc21. Yields the product CCCCn1ccc(-c2ccc(C(=O)N3Cc4cccn4Cc4ccccc43)cc2)n1. Reactants: COC1=CC=C(C=C1)C(C(=O)O)=C (4-methoxy-α-methylene benzeneacetic acid), NC1=C(C=CC=C1)S (2-amino thiophenol). The solvent is C(C)O (ethanol). The product is NC1=C(C=CC=C1)SCC(C(=O)O)C1=CC=C(C=C1)OC (α-[[(2-amino-phenyl)-thio]-methyl]-4-methoxy benzeneacetic acid). As a reaction SMILES: [CH3:1][O:2][C:3]1[CH:8]=[CH:7][C:6]([C:9](=[CH2:13])[C:10]([OH:12])=[O:11])=[CH:5][CH:4]=1.[NH2:14][C:15]1[CH:20]=[CH:19][CH:18]=[CH:17][C:16]=1[SH:21]>C(O)C>[NH2:14][C:15]1[CH:20]=[CH:19][CH:18]=[CH:17][C:16]=1[S:21][CH2:13][CH:9]([C:6]1[CH:5]=[CH:4][C:3]([O:2][CH3:1])=[CH:8][CH:7]=1)[C:10]([OH:12])=[O:11]. Procedure details: A solution of 125 ml of ethanol, 8.9 g of 4-methoxy-α-methylene benzeneacetic acid and 5.35 ml of 2-amino thiophenol was refluxed for 7 hours. The ethanol was evaporated off and the residue was crystallized from 500 ml of isopropyl ether to obtain 11 g of the desired product melting at 118° C. and used as is for the following step.